From a dataset of the Open Reaction Database (ORD), a public repository of structured organic reaction records. describe an organic reaction: reactants, conditions, products, and yield Solvent: CN(C)C=O (DMF). Conditions: temperature 60 celsius. The reactants are O (water), C(=O)([O-])[O-].[K+].[K+] (K2CO3), C1(CCCC1)Br (cyclopentyl bromide), C1=C(C=CC2=CC=CC=C12)C1=NNC2=NC=NC(=C21)N (3-(naphthalen-2-yl)-1H-pyrazolo[3,4-d]pyrimidin-4-amine). Yields the product C1(CCCC1)N1N=C(C=2C1=NC=NC2N)C2=CC1=CC=CC=C1C=C2 (1-cyclopentyl-3-(naphthalen-2-yl)-1H-pyrazolo[3,4-d]pyrimidin-4-amine). Reaction SMILES: [CH:1]1[C:10]2[C:5](=[CH:6][CH:7]=[CH:8][CH:9]=2)[CH:4]=[CH:3][C:2]=1[C:11]1[C:19]2[C:14](=[N:15][CH:16]=[N:17][C:18]=2[NH2:20])[NH:13][N:12]=1.C([O-])([O-])=O.[K+].[K+].[CH:27]1(Br)[CH2:31][CH2:30][CH2:29][CH2:28]1.O>CN(C=O)C>[CH:27]1([N:13]2[C:14]3=[N:15][CH:16]=[N:17][C:18]([NH2:20])=[C:19]3[C:11]([C:2]3[CH:3]=[CH:4][C:5]4[C:10](=[CH:9][CH:8]=[CH:7][CH:6]=4)[CH:1]=3)=[N:12]2)[CH2:31][CH2:30][CH2:29][CH2:28]1 |f:1.2.3|. Reported procedure: 3-(naphthalen-2-yl)-1H-pyrazolo[3,4-d]pyrimidin-4-amine (100 mg, 0.42 mmol) was dissolved in DMF (3 mL) and K2CO3 (220 mg, 1.6 mmol) and cyclopentyl bromide (49.5 μL, 0.46 mmol) were added. The reaction was heated to 60° C. overnight, then cooled to RT and poured into water (30 mL). The precipitate was collected by filtration. ESI-MS (M+H)− m/z calcd 330.2, found 330.2. Starting materials: CCN(C(C)C)C(C)C, CCOC(C)=O, Cl, CC(C)(C)OC(=O)CN, C1COCCO1, O, CCOC(=O)C1=C(O)c2ccncc2C(C)(C)C1=O. Product: CC(C)(C)OC(=O)CNC(=O)C1=C(O)c2ccncc2C(C)(C)C1=O. As a reaction SMILES: [CH2:30]([N:31]([CH:32]([CH3:33])[CH3:34])[CH:35]([CH3:36])[CH3:37])[CH3:38].[CH3:46][CH2:47][O:48][C:49]([CH3:50])=[O:51].[ClH:20].[NH2:21][CH2:22][C:23](=[O:24])[O:25][C:26]([CH3:27])([CH3:28])[CH3:29].[O:39]1[CH2:40][CH2:41][O:42][CH2:43][CH2:44]1.[OH2:45].[OH:1][C:2]1=[C:11]([C:12]([O:14][CH2:13][CH3:15])=[O:16])[C:10](=[O:17])[C:9]([CH3:18])([CH3:19])[c:8]2[c:3]1[cH:4][cH:5][n:6][cH:7]2>>[OH:1][C:2]1=[C:11]([C:12](=[O:14])[NH:21][CH2:22][C:23](=[O:24])[O:25][C:26]([CH3:27])([CH3:28])[CH3:29])[C:10](=[O:17])[C:9]([CH3:18])([CH3:19])[c:8]2[c:3]1[cH:4][cH:5][n:6][cH:7]2. Reactants: CC(=O)c1csc(-c2ccc(C(C)(C)C)cc2)c1O, CN(C)C=O, Cl, COC(=O)c1ccc(NC(=S)NN)s1, O. The product is COC(=O)c1ccc(NC(=S)NN=C(C)c2csc(-c3ccc(C(C)(C)C)cc3)c2O)s1. RXN SMILES: [C:7]([CH3:8])([CH3:9])([CH3:10])[c:11]1[cH:12][cH:13][c:14](-[c:17]2[s:18][cH:19][c:20]([C:23](=[O:24])[CH3:25])[c:21]2[OH:22])[cH:15][cH:16]1.[CH3:1][N:2]([CH3:3])[CH:4]=[O:5].[ClH:6].[NH:26]([NH2:27])[C:28](=[S:29])[NH:30][c:31]1[cH:32][cH:33][c:34]([C:36](=[O:37])[O:38][CH3:39])[s:35]1.[OH2:40]>>[C:7]([CH3:8])([CH3:9])([CH3:10])[c:11]1[cH:12][cH:13][c:14](-[c:17]2[s:18][cH:19][c:20]([C:23]([CH3:25])=[N:27][NH:26][C:28](=[S:29])[NH:30][c:31]3[cH:32][cH:33][c:34]([C:36](=[O:37])[O:38][CH3:39])[s:35]3)[c:21]2[OH:22])[cH:15][cH:16]1.